This data is from the Open Reaction Database (ORD), a public repository of structured organic reaction records. The task is: describe an organic reaction: reactants, conditions, products, and yield Reactants: ClC1=CC=NC2=CC(=CC=C12)OC (4-chloro-7-methoxy-quinoline), BrC1=CC=C(C=C1)Cl (1-bromo-4-chlorobenzene). Product: ClC1=CC(=NC2=CC(=CC=C12)OC)C1=CC=C(C=C1)Cl (4-Chloro-2-(4-chloro-phenyl)-7-methoxy-quinoline). Reaction SMILES: [Cl:1][C:2]1[C:11]2[C:6](=[CH:7][C:8]([O:12][CH3:13])=[CH:9][CH:10]=2)[N:5]=[CH:4][CH:3]=1.Br[C:15]1[CH:20]=[CH:19][C:18]([Cl:21])=[CH:17][CH:16]=1>>[Cl:1][C:2]1[C:11]2[C:6](=[CH:7][C:8]([O:12][CH3:13])=[CH:9][CH:10]=2)[N:5]=[C:4]([C:15]2[CH:20]=[CH:19][C:18]([Cl:21])=[CH:17][CH:16]=2)[CH:3]=1. Procedure details: The title compound, m. p. 153-155° C., MS: m/e=305 (M+H+), was prepared from 4-chloro-7-methoxy-quinoline and 1-bromo-4-chlorobenzene. The solvent is CC(=O)C (acetone). Reaction conditions: time 4 hour. Procedure details: Ethyl 4-hydroxy-3-isobutylbenzoate (25.6 g), potassium carbonate (31.8 g), and benzyl bromide (23.6 g) were refluxed in acetone (150 ml) with stirring for 4 hours. The reaction mixture, with water added thereto, was extracted with ethyl acetate. The extract was concentrated under a vacuum. The resulting residue, with water (50 ml), potassium hydroxide (12.9 g), and ethanol (100 ml) added thereto, was refluxed with stirring for 2 hours. The reaction mixture, with water added thereto, was neutrali... The yield is 88.6%. Starting materials: O (water), OC1=C(C=C(C(=O)OCC)C=C1)CC(C)C (Ethyl 4-hydroxy-3-isobutylbenzoate), C([O-])([O-])=O.[K+].[K+] (potassium carbonate), C(C1=CC=CC=C1)Br (benzyl bromide). Reaction SMILES: [OH:1][C:2]1[CH:12]=[CH:11][C:5]([C:6]([O:8]CC)=[O:7])=[CH:4][C:3]=1[CH2:13][CH:14]([CH3:16])[CH3:15].C(=O)([O-])[O-].[K+].[K+].[CH2:23](Br)[C:24]1[CH:29]=[CH:28][CH:27]=[CH:26][CH:25]=1.O>CC(C)=O>[CH2:23]([O:1][C:2]1[CH:12]=[CH:11][C:5]([C:6]([OH:8])=[O:7])=[CH:4][C:3]=1[CH2:13][CH:14]([CH3:15])[CH3:16])[C:24]1[CH:29]=[CH:28][CH:27]=[CH:26][CH:25]=1 |f:1.2.3|. The product is C(C1=CC=CC=C1)OC1=C(C=C(C(=O)O)C=C1)CC(C)C (4-benzyloxy-3-isobutylbenzoic acid). Starting materials: amino, C(C)C1=CC=CC2=C1N=C(N2)\C=C\C2=C(C=CC(=C2)N)Cl ((E)-7-ethyl-2-(5-amino-2-chlorostyryl)benzimidazole), CC=1C=CC2=C(N=C(S2)\C=C\C2=C(C=C(C(=C2)N)Cl)Cl)C1 ((E)-5-methyl-2-(5-amino-2,4-dichlorostyryl)benzothiazole), nitro, NN (hydrazine), C(C)C1=CC=CC2=C1N=C(N2)\C=C\C2=C(C=CC(=C2)N)Cl ((E)-7-ethyl-2-(5-amino-2-chlorostyryl)benzimidazole). The reagents and catalysts are B#[Ni] (nickel boride). Run in CO (methanol). Product: [Cl-].NC1=CC=2C=CC=3N(C2C=C1)C1=C([N+]3CC)C=CC=C1 (3-amino-7-ethylbenzimidazo[3,2-a]quinolinium chloride). As a reaction SMILES: C([C:3]1[C:8]2[N:9]=[C:10](/[CH:12]=[CH:13]/[C:14]3[CH:19]=[C:18]([NH2:20])[CH:17]=[CH:16][C:15]=3[Cl:21])[NH:11][C:7]=2[CH:6]=[CH:5][CH:4]=1)C.[CH3:22][C:23]1C=CC2SC(/C=C/C3C=C(N)C(Cl)=CC=3Cl)=NC=2C=1.NN>CO.B#[Ni]>[Cl-:21].[NH2:20][C:18]1[CH:17]=[CH:16][C:15]2[N:9]3[C:8]4[CH:3]=[CH:4][CH:5]=[CH:6][C:7]=4[N+:11]([CH2:22][CH3:23])=[C:10]3[CH:12]=[CH:13][C:14]=2[CH:19]=1 |f:5.6|. Reported procedure: The amino precursors of ABQ-38 and ABQ-95, (E)-7-ethyl-2-(5-amino-2-chlorostyryl)benzimidazole IIv and (E)-5-methyl-2-(5-amino-2,4-dichlorostyryl)benzothiazole IId, respectively, were prepared by the reduction of the corresponding nitro derivatives with hydrazine in the presence of nickel boride in dry methanol, see FIG. 3. (E)-7-ethyl-2-(5-amino-2-chlorostyryl)benzimidazole IIv was photocyclized as described (BQS Method 1) to give 3-amino-7-ethylbenzimidazo[3,2-a]quinolinium chloride (ABQ-38) a... Starting materials: C(O)([O-])=O.[Na+] (sodium hydrogen carbonate), Cl.Cl.NCCN1C=CC=2N=CN=C(C21)NC2=CC(=C(C=C2)OC2=CC(=CC=C2)C(F)(F)F)Cl (5-(2-Aminoethyl)-N-{3-chloro-4-[3-(trifluoromethyl)phenoxy]phenyl}-5H-pyrrolo[3,2-d]pyrimidin-4-amine dihydrochloride), CN1CCOCC1 (N-methylmorpholine), CS(=O)(=O)CS(=O)(=O)Cl ((methylsulfonyl)methanesulfonyl chloride). Run in ClCCl (dichloromethane). Reaction conditions: time 1 hour. The product is ClC=1C=C(C=CC1OC1=CC(=CC=C1)C(F)(F)F)NC=1C2=C(N=CN1)C=CN2CCNS(=O)(=O)CS(=O)(=O)C (N-{2-[4-({3-chloro-4-[3-(trifluoromethyl)phenoxy]phenyl}amino)-5H-pyrrolo[3,2-d]pyrimidin-5-yl]ethyl}-1-(methylsulfonyl)methanesulfonamide). As a reaction SMILES: Cl.Cl.[NH2:3][CH2:4][CH2:5][N:6]1[C:14]2[C:13]([NH:15][C:16]3[CH:21]=[CH:20][C:19]([O:22][C:23]4[CH:28]=[CH:27][CH:26]=[C:25]([C:29]([F:32])([F:31])[F:30])[CH:24]=4)=[C:18]([Cl:33])[CH:17]=3)=[N:12][CH:11]=[N:10][C:9]=2[CH:8]=[CH:7]1.CN1CCOCC1.[CH3:41][S:42]([CH2:45][S:46](Cl)(=[O:48])=[O:47])(=[O:44])=[O:43].C(=O)([O-])O.[Na+]>ClCCl>[Cl:33][C:18]1[CH:17]=[C:16]([NH:15][C:13]2[C:14]3[N:6]([CH2:5][CH2:4][NH:3][S:46]([CH2:45][S:42]([CH3:41])(=[O:44])=[O:43])(=[O:48])=[O:47])[CH:7]=[CH:8][C:9]=3[N:10]=[CH:11][N:12]=2)[CH:21]=[CH:20][C:19]=1[O:22][C:23]1[CH:28]=[CH:27][CH:26]=[C:25]([C:29]([F:32])([F:31])[F:30])[CH:24]=1 |f:0.1.2,5.6|. Procedure: 5-(2-Aminoethyl)-N-{3-chloro-4-[3-(trifluoromethyl)phenoxy]phenyl}-5H-pyrrolo[3,2-d]pyrimidin-4-amine dihydrochloride (245 mg) and N-methylmorpholine (1.0 mL) were dissolved in dichloromethane (6.0 mL), (methylsulfonyl)methanesulfonyl chloride (0.40 mL) was added dropwise under ice-cooling, and the mixture was stirred for 1 hr. Saturated aqueous sodium hydrogen carbonate was added under ice-cooling, and the mixture was extracted with dichloromethane. The extract was dried over magnesium sulfate ... Starting materials: CC(CCCCCC)N (racemic 2-octylamine), C(C1=CC=CC=C1)OC1=C(C=C(C=C1)C(C(=O)O)C)OC (2-(4-benzyloxy-3-methoxyphenyl)propionic acid), CN1CCOCC1 (4-methylmorpholine), ClC(=O)OCC(C)C (isobutyl chloroformate). The solvent is C(C)(=O)OCC (ethyl acetate), C(C)(=O)OCC (ethyl acetate). Conditions: time 20 minute. The product is CC(CCCCCC)NC(C(C)C1=CC(=C(C=C1)OCC1=CC=CC=C1)OC)=O (N-2-octyl-2-(4-benzyloxy-3-methoxyphenyl)proprionamide). As a reaction SMILES: [CH2:1]([O:8][C:9]1[CH:14]=[CH:13][C:12]([CH:15]([CH3:19])[C:16]([OH:18])=O)=[CH:11][C:10]=1[O:20][CH3:21])[C:2]1[CH:7]=[CH:6][CH:5]=[CH:4][CH:3]=1.CN1CCOCC1.ClC(OCC(C)C)=O.[CH3:37][CH:38]([NH2:45])[CH2:39][CH2:40][CH2:41][CH2:42][CH2:43][CH3:44]>C(OCC)(=O)C>[CH3:37][CH:38]([NH:45][C:16](=[O:18])[CH:15]([C:12]1[CH:13]=[CH:14][C:9]([O:8][CH2:1][C:2]2[CH:3]=[CH:4][CH:5]=[CH:6][CH:7]=2)=[C:10]([O:20][CH3:21])[CH:11]=1)[CH3:19])[CH2:39][CH2:40][CH2:41][CH2:42][CH2:43][CH3:44]. Reported procedure: A solution of 2-(4-benzyloxy-3-methoxyphenyl)propionic acid (5.0 g, 17.5 mmoles) and 4-methylmorpholine (2.0 mL, 17.5 mmoles) in ethyl acetate (170 mL) at 0° C. was treated with isobutyl chloroformate (2.26 mL, 17.5 mmoles). The resulting white slurry was stirred for 20 minutes. A solution of racemic 2-octylamine (2.7 g, 21 mmoles) in ethyl acetate (10 mL total solution) was added to the suspension which was then stirred for 3 hours. The mixture was extracted with 1M hydrochloric acid (3×50 mL),... Reactants: OBO, COC(=O)c1ccc2c(C3CCCCC3)c(Br)[nH]c2c1, C=Cc1ccccc1, [Na+], [Na+], O=C([O-])[O-], C1COCCO1. Yields the product C=Cc1ccccc1-c1[nH]c2cc(C(=O)OC)ccc2c1C1CCCCC1. Reaction SMILES: [BH:21]([OH:22])[OH:23].[CH3:1][O:2][C:3](=[O:4])[c:5]1[cH:6][cH:7][c:8]2[c:9]([CH:15]3[CH2:16][CH2:17][CH2:18][CH2:19][CH2:20]3)[c:10]([Br:14])[nH:11][c:12]2[cH:13]1.[CH:24](=[CH2:25])[c:26]1[cH:27][cH:28][cH:29][cH:30][cH:31]1.[Na+:32].[Na+:33].[O-:34][C:35](=[O:36])[O-:37].[O:38]1[CH2:39][CH2:40][O:41][CH2:42][CH2:43]1>>[CH3:1][O:2][C:3](=[O:4])[c:5]1[cH:6][cH:7][c:8]2[c:9]([CH:15]3[CH2:16][CH2:17][CH2:18][CH2:19][CH2:20]3)[c:10](-[c:27]3[c:26]([CH:24]=[CH2:25])[cH:31][cH:30][cH:29][cH:28]3)[nH:11][c:12]2[cH:13]1.